This data is from the Open Reaction Database (ORD), a public repository of structured organic reaction records. The task is: describe an organic reaction: reactants, conditions, products, and yield Run in O (water). Reactants: resultant solution, Cl (hydrochloric acid), COC=1C=C(C=CC(=O)NC=2C(C(=O)[O-])=CC=CC2)C=CC1OC.[NH2+]1CCOCC1 (morpholinium N-(3,4-dimethoxycinnamoyl)anthranilate). RXN SMILES: [CH3:1][O:2][C:3]1[CH:4]=[C:5]([CH:20]=[CH:21][C:22]=1[O:23][CH3:24])[CH:6]=[CH:7][C:8]([NH:10][C:11]1[C:12](=[CH:16][CH:17]=[CH:18][CH:19]=1)[C:13]([O-:15])=[O:14])=[O:9].[NH2+]1CCOCC1.Cl>O>[CH3:1][O:2][C:3]1[CH:4]=[C:5]([CH:20]=[CH:21][C:22]=1[O:23][CH3:24])[CH:6]=[CH:7][C:8]([NH:10][C:11]1[C:12](=[CH:16][CH:17]=[CH:18][CH:19]=1)[C:13]([OH:15])=[O:14])=[O:9] |f:0.1|. The product is COC=1C=C(C=CC(=O)NC=2C(C(=O)O)=CC=CC2)C=CC1OC (N-(3,4-dimethoxycinnamoyl)anthranilic acid). Procedure: A 20 g quantity of morpholinium N-(3,4-dimethoxycinnamoyl)anthranilate is dissolved in 40 ml of water and the resultant solution is added dropwise to 45 ml of diluted hydrochloric acid (5 ml of conc. hydrochloric acid and 40 ml of water) with stirring. The precipitated crystals which form are collected by filtration, washed with water and then dried at 90°-100° C. under reduced pressure for 3 hours to yield 15.5 g of N-(3,4-dimethoxycinnamoyl)anthranilic acid (98% yield). The compound is confirm... The yield is 98.0%. Starting materials: CN1C(N(C(C=2NC=NC12)=O)CCCCCP(OCC)(OCC)=O)=O (diethyl [5-(3-methyl-xanthin-1-yl)pentyl]phosphonate), ClCC1CC1 (chloromethylcyclo-propane). Product: C1(CC1)CN1C=NC=2N(C(N(C(C12)=O)CCCCCP(OCC)(OCC)=O)=O)C (Diethyl [5-(7-cyclopropylmethyl-3-methylxanthin-1-yl)pentyl]phosphonate). Reaction SMILES: [CH3:1][N:2]1[C:10]2[N:9]=[CH:8][NH:7][C:6]=2[C:5](=[O:11])[N:4]([CH2:12][CH2:13][CH2:14][CH2:15][CH2:16][P:17](=[O:24])([O:21][CH2:22][CH3:23])[O:18][CH2:19][CH3:20])[C:3]1=[O:25].Cl[CH2:27][CH:28]1[CH2:30][CH2:29]1>>[CH:28]1([CH2:27][N:7]2[C:6]3[C:5](=[O:11])[N:4]([CH2:12][CH2:13][CH2:14][CH2:15][CH2:16][P:17](=[O:24])([O:21][CH2:22][CH3:23])[O:18][CH2:19][CH3:20])[C:3](=[O:25])[N:2]([CH3:1])[C:10]=3[N:9]=[CH:8]2)[CH2:30][CH2:29]1. Reported procedure: The title substance was prepared from 0.011 mol of diethyl [5-(3-methyl-xanthin-1-yl)pentyl]phosphonate and 0.013 mol of chloromethylcyclo-propane analogously to Example 46. The reactants are C(CCC)[Li] (n-butyllithium), II (iodine), FC1=CC(=CC=C1)F (1,3-Difluorobenzene), [O-]S(=O)(=S)[O-].[Na+].[Na+] (Na2S2O3). Solvent: C1CCOC1 (THF), C1CCOC1 (THF), C1CCOC1 (THF), O (H2O). Conditions: time 0.5 hour. Product: FC1=C(C(=CC=C1)F)I (2,6-Difluoroiodobenzene). The yield is 88.8%. As a reaction SMILES: [F:1][C:2]1[CH:7]=[CH:6][CH:5]=[C:4]([F:8])[CH:3]=1.C([Li])CCC.[I:14]I.[O-]S([O-])(=S)=O.[Na+].[Na+]>C1COCC1.O>[F:1][C:2]1[CH:7]=[CH:6][CH:5]=[C:4]([F:8])[C:3]=1[I:14] |f:3.4.5|. Procedure details: (Roe, A. M.; Burton, R. A.; Willey, G. L.; Baines, M. W.; Rasmussen, A. C. J. Med. Chem. 1968, 11, 814-819. Tamborski, C.; Soloski, E. J. Org. Chem. 1966, 31, 746-749. Grunewald, G. L.; Arrington, H. S.; Bartlett, W. J.; Reitz, T. J.; Sall, D. J. J. Med. Chem. 1986, 29, 1972-1982.) 1,3-Difluorobenzene (57.05 g, 0.5 M) in THF (75 mL) was added to a −78° C. stirred solution of n-butyllithium (n-BuLi) (200 mL, 2.5 M/hexanes, 0.5 M) and THF (500 mL) under N2. By controlling the addition rate the int... The reactants are [Li]CCCC (n-BuLi), BrC1=CC=C2C=C(N=CC2=C1)C1=CC=C(C#N)C=C1 (4-(7-bromo-3-isoquinolinyl)benzonitrile), C1CO1 (ethylene oxide). Solvent: C1CCOC1 (THF), C1CCOC1 (THF). Conditions: temperature -60 celsius, time 30 minute. Product: OCCC1=CC=C2C=C(N=CC2=C1)C1=CC=C(C#N)C=C1 (4-[7-(2-hydroxyethyl)-3-isoquinolinyl]benzonitrile). RXN SMILES: Br[C:2]1[CH:11]=[C:10]2[C:5]([CH:6]=[C:7]([C:12]3[CH:19]=[CH:18][C:15]([C:16]#[N:17])=[CH:14][CH:13]=3)[N:8]=[CH:9]2)=[CH:4][CH:3]=1.[Li]CCCC.[CH2:25]1[O:27][CH2:26]1>C1COCC1>[OH:27][CH2:26][CH2:25][C:2]1[CH:11]=[C:10]2[C:5]([CH:6]=[C:7]([C:12]3[CH:19]=[CH:18][C:15]([C:16]#[N:17])=[CH:14][CH:13]=3)[N:8]=[CH:9]2)=[CH:4][CH:3]=1. Reported procedure: The product from Example 74A (4 mmol) is dissolved in 20 mL THF and is cooled to −60° C. under nitrogen. n-BuLi (4.4 mmol) is added dropwise, and the mixture is stirred at −60° C. for additional 30 minutes. A solution of ethylene oxide (20 mmol) in 10 ml THF is added and the mixture is allowed to warm to 10° C. and is stirred to complete the reaction. The mixture iss cooled back down to 0° C. and is slowly quenched with 2N HCl to pH=3. The solvent is removed under vacuum and the residue is disso... Reactants: C(N)(=O)C1CN(CCN1C(=O)OCC1=CC=C(C=C1)[N+](=O)[O-])C(=O)[C@H]1N(C[C@H](C1)SC=1[C@@H]([C@H]2N(C1C(=O)OCC1=CC=C(C=C1)[N+](=O)[O-])C([C@@H]2[C@@H](C)O)=O)C)C(=O)OCC2=CC=C(C=C2)[N+](=O)[O-] (4-nitrobenzyl (1R, 5S, 6S)-2-{(2S, 4S)-2-[3-carbamoyl-4-(4-nitrobenzyloxycarbonyl)-1-piperazinylcarbonyl]-1-(4-nitrobenzyloxycarbonyl)pyrrolidin-4-ylthio}-6-[(1R)-1-hydroxyethyl]-1-methyl-1-carbapen-2-em-3-carboxylate), Cl (hydrochloric acid). Run in O1CCCC1 (tetrahydrofuran), O (water). Product: Cl.C(N)(=O)C1CN(CCN1)C(=O)[C@H]1NC[C@H](C1)SC=1[C@@H]([C@H]2N(C1C(=O)O)C([C@@H]2[C@@H](C)O)=O)C ((1R, 5S, 6S)-2-[(2S, 4S)-2-(3-Carbamoyl-1-piperazinylcarbonyl)pyrrolidin-4-ylthio]-6-[(1R)-1-hydroxyethyl]-1-methyl-1-carbapen-2-em-3-carboxylic acid hydrochloride). RXN SMILES: [C:1]([CH:4]1[N:9](C(OCC2C=CC([N+]([O-])=O)=CC=2)=O)[CH2:8][CH2:7][N:6]([C:23]([C@@H:25]2[CH2:29][C@H:28]([S:30][C:31]3[C@H:32]([CH3:55])[C@@H:33]4[C@@H:50]([C@H:51]([OH:53])[CH3:52])[C:49](=[O:54])[N:34]4[C:35]=3[C:36]([O:38]CC3C=CC([N+]([O-])=O)=CC=3)=[O:37])[CH2:27][N:26]2C(OCC2C=CC([N+]([O-])=O)=CC=2)=O)=[O:24])[CH2:5]1)(=[O:3])[NH2:2].[ClH:69]>O1CCCC1.O>[ClH:69].[C:1]([CH:4]1[NH:9][CH2:8][CH2:7][N:6]([C:23]([C@@H:25]2[CH2:29][C@H:28]([S:30][C:31]3[C@H:32]([CH3:55])[C@@H:33]4[C@@H:50]([C@H:51]([OH:53])[CH3:52])[C:49](=[O:54])[N:34]4[C:35]=3[C:36]([OH:38])=[O:37])[CH2:27][NH:26]2)=[O:24])[CH2:5]1)(=[O:3])[NH2:2] |f:4.5|. Reported procedure: 2.33 g of 4-nitrobenzyl (1R, 5S, 6S)-2-{(2S, 4S)-2-[3-carbamoyl-4-(4-nitrobenzyloxycarbonyl)-1-piperazinylcarbonyl]-1-(4-nitrobenzyloxycarbonyl)pyrrolidin-4-ylthio}-6-[(1R)-1-hydroxyethyl]-1-methyl-1-carbapen-2-em-3-carboxylate [prepared as described in step (a) above] were dissolved in 25 ml of a 1:1 by volume mixture of tetrahydrofuran and water, after which 2.7 ml of 1N aqueous hydrochloric acid were added, and the mixture was hydrogenated by bubbling hydrogen through it at room temperature f... The reactants are CS(C)=O, CC(C)CC(N)C(=O)OC1CCCC1, CS(=O)(=O)OCCCOc1cc(F)c(-n2c(N)c(C(=O)c3ccc(F)cc3F)ccc2=O)c(F)c1. Yields the product CC(C)CC(NCCCOc1cc(F)c(-n2c(N)c(C(=O)c3ccc(F)cc3F)ccc2=O)c(F)c1)C(=O)OC1CCCC1. RXN SMILES: [CH3:50][S:51]([CH3:52])=[O:53].[CH:36]1([O:41][C:42]([CH:43]([NH2:44])[CH2:45][CH:46]([CH3:47])[CH3:48])=[O:49])[CH2:37][CH2:38][CH2:39][CH2:40]1.[NH2:1][c:2]1[c:3]([C:26]([c:27]2[c:28]([F:34])[cH:29][c:30]([F:33])[cH:31][cH:32]2)=[O:35])[cH:4][cH:5][c:6](=[O:25])[n:7]1-[c:8]1[c:9]([F:24])[cH:10][c:11]([O:12][CH2:13][CH2:14][CH2:15][O:16][S:17]([CH3:18])(=[O:19])=[O:20])[cH:21][c:22]1[F:23]>>[NH2:1][c:2]1[c:3]([C:26]([c:27]2[c:28]([F:34])[cH:29][c:30]([F:33])[cH:31][cH:32]2)=[O:35])[cH:4][cH:5][c:6](=[O:25])[n:7]1-[c:8]1[c:9]([F:24])[cH:10][c:11]([O:12][CH2:13][CH2:14][CH2:15][NH:44][CH:43]([C:42]([O:41][CH:36]2[CH2:37][CH2:38][CH2:39][CH2:40]2)=[O:49])[CH2:45][CH:46]([CH3:47])[CH3:48])[cH:21][c:22]1[F:23]. Reactants: C(=O)([O-])[O-].[K+].[K+] (K2CO3), S1C(=NC=C1)C1=CC=C(C=C1)CN(C[C@@H]([C@H](CC1=CC=CC=C1)NC(C(F)(F)F)=O)O)NC(=O)OC(C)(C)C (1-[4-(thiazol-2-yl)-phenyl]-4(S)-hydroxy-2-(tert-butoxycarbonyl)amino-5(S)-(trifluoroacetyl)amino-6-phenyl-2-azahexane). Solvent: CO (methanol). Conditions: temperature 70 celsius, time 9 hour. The product is S1C(=NC=C1)C1=CC=C(C=C1)CN(C[C@@H]([C@H](CC1=CC=CC=C1)N)O)NC(=O)OC(C)(C)C (1-[4-(Thiazol-2-yl)phenyl]-4(S)-hydroxy-2-(tert-butoxycarbonyl)amino-5(S)-amino-6-phenyl-2-azahexane). Reaction SMILES: C([O-])([O-])=O.[K+].[K+].[S:7]1[CH:11]=[CH:10][N:9]=[C:8]1[C:12]1[CH:17]=[CH:16][C:15]([CH2:18][N:19]([NH:38][C:39]([O:41][C:42]([CH3:45])([CH3:44])[CH3:43])=[O:40])[CH2:20][C@H:21]([OH:37])[C@@H:22]([NH:30]C(=O)C(F)(F)F)[CH2:23][C:24]2[CH:29]=[CH:28][CH:27]=[CH:26][CH:25]=2)=[CH:14][CH:13]=1>CO>[S:7]1[CH:11]=[CH:10][N:9]=[C:8]1[C:12]1[CH:17]=[CH:16][C:15]([CH2:18][N:19]([NH:38][C:39]([O:41][C:42]([CH3:45])([CH3:44])[CH3:43])=[O:40])[CH2:20][C@H:21]([OH:37])[C@@H:22]([NH2:30])[CH2:23][C:24]2[CH:29]=[CH:28][CH:27]=[CH:26][CH:25]=2)=[CH:14][CH:13]=1 |f:0.1.2|. Reported procedure: 55 ml of a 1N K2CO3 solution are added dropwise to 3.12 g (5.5 mmol) of 1-[4-(thiazol-2-yl)-phenyl]-4(S)-hydroxy-2-(tert-butoxycarbonyl)amino-5(S)-(trifluoroacetyl)amino-6-phenyl-2-azahexane in 55 ml of methanol and the mixture is stirred at 70° C. for 9 hours. The mixture is cooled and ≈30 ml of methanol are evaporated off; methylene chloride and water are added and the aqueous phase is separated off and extracted with methylene chloride; the organic phases are washed with water, dried (Na2SO4)... Starting materials: CCOC(=O)c1cnc2nc(C(=O)OC)nn2c1O, CN(C)c1ccccc1, O=P(Cl)(Cl)Cl. Yields the product CCOC(=O)c1cnc2nc(C(=O)OC)nn2c1Cl. RXN SMILES: [CH2:1]([CH3:2])[O:3][C:4](=[O:5])[c:6]1[cH:7][n:8][c:9]2[n:10]([c:11]1[OH:12])[n:13][c:14]([C:16](=[O:17])[O:18][CH3:19])[n:15]2.[CH3:20][N:21]([c:22]1[cH:23][cH:24][cH:25][cH:26][cH:27]1)[CH3:28].[P:29]([Cl:30])([Cl:31])([Cl:32])=[O:33]>>[CH2:1]([CH3:2])[O:3][C:4](=[O:5])[c:6]1[cH:7][n:8][c:9]2[n:10]([c:11]1[Cl:31])[n:13][c:14]([C:16](=[O:17])[O:18][CH3:19])[n:15]2. The reactants are CC#N, O=c1cc(C(F)(F)F)nc[nH]1, O=C1CCC(=O)N1I. The product is O=c1[nH]cnc(C(F)(F)F)c1I. As a reaction SMILES: [CH3:20][C:21]#[N:22].[F:9][C:10]([c:11]1[n:12][cH:13][nH:14][c:15](=[O:17])[cH:16]1)([F:18])[F:19].[I:1][N:2]1[C:3](=[O:4])[CH2:5][CH2:6][C:7]1=[O:8]>>[I:1][c:16]1[c:11]([C:10]([F:9])([F:18])[F:19])[n:12][cH:13][nH:14][c:15]1=[O:17].